Dataset: the Open Reaction Database (ORD), a public repository of structured organic reaction records. Task: describe an organic reaction: reactants, conditions, products, and yield Reported procedure: (R)-N-[5-Methyl-8-(4-methylpiperazin-1-yl)-1,2,3,4-tetrahydro-2-naphthyl]-4-morpholinobenzamide (100 mg, 0.22 mmol) was dissolved in tetrahydrofuran (2 mL) by heating and benzenesulfonic acid (40 mg, 0.24 mmol), dissolved in tetrahydrofuran (4 mL), was added dropwise. Diethyl ether was added and the resulting oil was titurated. The solid was filtered and washed with diethyl ether to give a white solid that was stored in an exicator over blue gel: mp >250° C. Anal. Calcd. for C27H36N4O2×C6H6O3S×H... Reaction SMILES: [CH3:1][C:2]1[CH:11]=[CH:10][C:9]([N:12]2[CH2:17][CH2:16][N:15]([CH3:18])[CH2:14][CH2:13]2)=[C:8]2[C:3]=1[CH2:4][CH2:5][C@@H:6]([NH:19][C:20](=[O:33])[C:21]1[CH:26]=[CH:25][C:24]([N:27]3[CH2:32][CH2:31][O:30][CH2:29][CH2:28]3)=[CH:23][CH:22]=1)[CH2:7]2.[C:34]1([S:40]([OH:43])(=[O:42])=[O:41])[CH:39]=[CH:38][CH:37]=[CH:36][CH:35]=1.C(OCC)C.O>O1CCCC1>[C:34]1([S:40]([OH:43])(=[O:42])=[O:41])[CH:39]=[CH:38][CH:37]=[CH:36][CH:35]=1.[CH3:1][C:2]1[CH:11]=[CH:10][C:9]([N:12]2[CH2:17][CH2:16][N:15]([CH3:18])[CH2:14][CH2:13]2)=[C:8]2[C:3]=1[CH2:4][CH2:5][C@@H:6]([NH:19][C:20](=[O:33])[C:21]1[CH:26]=[CH:25][C:24]([N:27]3[CH2:32][CH2:31][O:30][CH2:29][CH2:28]3)=[CH:23][CH:22]=1)[CH2:7]2 |f:5.6|. Starting materials: C1(=CC=CC=C1)S(=O)(=O)O (benzenesulfonic acid), O (H2O), CC1=C2CC[C@H](CC2=C(C=C1)N1CCN(CC1)C)NC(C1=CC=C(C=C1)N1CCOCC1)=O ((R)-N-[5-Methyl-8-(4-methylpiperazin-1-yl)-1,2,3,4-tetrahydro-2-naphthyl]-4-morpholinobenzamide), C(C)OCC (Diethyl ether). Yields the product C1(=CC=CC=C1)S(=O)(=O)O.CC1=C2CC[C@H](CC2=C(C=C1)N1CCN(CC1)C)NC(C1=CC=C(C=C1)N1CCOCC1)=O ((R)-N-[5-Methyl-8-(4-methylpiperazin-1-yl)-1,2,3,4-tetrahydro-2-naphthyl]-4-morpholinobenzamide Benzenesulfonate). Run in O1CCCC1 (tetrahydrofuran), O1CCCC1 (tetrahydrofuran).